From a dataset of the Open Reaction Database (ORD), a public repository of structured organic reaction records. describe an organic reaction: reactants, conditions, products, and yield Starting materials: IC=1C=C(C=CC1)CCCCCCCCCCCCCCC(=O)OCC(O)COC(C1=CC=CC=C1)(C1=CC=CC=C1)C1=CC=CC=C1 (1-[15-(m-Iodophenyl)pentadecanoyl]-3-O-trityl-rac-glycerol), C(C)(=O)Cl (acetyl chloride), O (H2O), N1=CC=CC=C1 (Pyridine). Solvent: C(C)O (ethanol). Reaction conditions: time 7 hour. Yields the product compound 34, IC=1C=C(C=CC1)CCCCCCCCCCCCCCC(=O)OCC(OC(C)=O)COC(C1=CC=CC=C1)(C1=CC=CC=C1)C1=CC=CC=C1 (1-[15-(m-iodophenyl)pentadecanoyl]-2-acetyl-3-O-trityl-rac-glycerol). Isolated yield 86.0%. RXN SMILES: [I:1][C:2]1[CH:3]=[C:4]([CH2:8][CH2:9][CH2:10][CH2:11][CH2:12][CH2:13][CH2:14][CH2:15][CH2:16][CH2:17][CH2:18][CH2:19][CH2:20][CH2:21][C:22]([O:24][CH2:25][CH:26]([CH2:28][O:29][C:30]([C:43]2[CH:48]=[CH:47][CH:46]=[CH:45][CH:44]=2)([C:37]2[CH:42]=[CH:41][CH:40]=[CH:39][CH:38]=2)[C:31]2[CH:36]=[CH:35][CH:34]=[CH:33][CH:32]=2)[OH:27])=[O:23])[CH:5]=[CH:6][CH:7]=1.N1C=CC=CC=1.[C:55](Cl)(=[O:57])[CH3:56].O>C(O)C>[I:1][C:2]1[CH:3]=[C:4]([CH2:8][CH2:9][CH2:10][CH2:11][CH2:12][CH2:13][CH2:14][CH2:15][CH2:16][CH2:17][CH2:18][CH2:19][CH2:20][CH2:21][C:22]([O:24][CH2:25][CH:26]([CH2:28][O:29][C:30]([C:43]2[CH:48]=[CH:47][CH:46]=[CH:45][CH:44]=2)([C:37]2[CH:42]=[CH:41][CH:40]=[CH:39][CH:38]=2)[C:31]2[CH:32]=[CH:33][CH:34]=[CH:35][CH:36]=2)[O:27][C:55](=[O:57])[CH3:56])=[O:23])[CH:5]=[CH:6][CH:7]=1. Procedure details: 1-[15-(m-Iodophenyl)pentadecanoyl]-3-O-trityl-rac-glycerol (0.34 g, 0.45 mmol) was dissolved in ethanol free CHCl3 (2.2 ml) in a two-necked flask. Pyridine (0.06 ml, 0.79 mmol) was added, followed by acetyl chloride (0.09 ml, 1.26 mmol). The reaction mixture was stirred for 7 hours, then H2O was added to destroy the excess acetyl chloride. This mixture was diluted with CHCl3, washed twice with 1 N HCl and once with brine. The organic layer was dried over MgSO4 and the solvent was evaporated. Chr...